Dataset: the Open Reaction Database (ORD), a public repository of structured organic reaction records. Task: describe an organic reaction: reactants, conditions, products, and yield Reactants: C1(CCCCC1)N=C=NC1CCCCC1 (N,N′-Dicyclohexylcarbodiimide), O1COC2=C1C=CC(=C2)C2(OCC(CO2)(C)C)CSCC(=O)O (({[2-(1,3-Benzodioxol-5-yl)-5,5-dimethyl-1,3-dioxan-2-yl]methyl}thio)acetic acid), C1(=CC=CC=C1)[C@@H]1NC(OC1)=O ((S)-(+)-4-Phenyl-2-oxazolidinone). Reagents/catalysts: CN(C1=CC=NC=C1)C (4-(dimethylamino)pyridine). The solvent is C(Cl)Cl (CH2Cl2). Conditions: temperature 0 celsius, time 20 minute. Yields the product O1COC2=C1C=CC(=C2)C2(OCC(CO2)(C)C)CSCC(=O)N2C(OC[C@@H]2C2=CC=CC=C2)=O ((4S)-3-[({[2-(1,3-Benzodioxol-5-yl)-5,5-dimethyl-1,3-dioxan-2-yl]methyl}thio)acetyl]-4-phenyl-1,3-oxazolidin-2-one). RXN SMILES: [O:1]1[C:5]2[CH:6]=[CH:7][C:8]([C:10]3([CH2:18][S:19][CH2:20][C:21](O)=[O:22])[O:15][CH2:14][C:13]([CH3:17])([CH3:16])[CH2:12][O:11]3)=[CH:9][C:4]=2[O:3][CH2:2]1.C1(N=C=NC2CCCCC2)CCCCC1.[C:39]1([C@H:45]2[CH2:49][O:48][C:47](=[O:50])[NH:46]2)[CH:44]=[CH:43][CH:42]=[CH:41][CH:40]=1>C(Cl)Cl.CN(C)C1C=CN=CC=1>[O:1]1[C:5]2[CH:6]=[CH:7][C:8]([C:10]3([CH2:18][S:19][CH2:20][C:21]([N:46]4[C@@H:45]([C:39]5[CH:44]=[CH:43][CH:42]=[CH:41][CH:40]=5)[CH2:49][O:48][C:47]4=[O:50])=[O:22])[O:11][CH2:12][C:13]([CH3:16])([CH3:17])[CH2:14][O:15]3)=[CH:9][C:4]=2[O:3][CH2:2]1. Procedure details: ({[2-(1,3-Benzodioxol-5-yl)-5,5-dimethyl-1,3-dioxan-2-yl]methyl}thio)acetic acid (Method 13) (12.7 g, 37.4 mmol) was dissolved in dry CH2Cl2 (150 ml) and given 0° C. N,N′-Dicyclohexylcarbodiimide (DCC, 8.48 g, 37.4 mmol) and 4-(dimethylamino)pyridine (DMAP, 9.13 g, 74.8 mmol) were added and the mixture was stirred at 0° C. for 20 minutes. (S)-(+)-4-Phenyl-2-oxazolidinone (6.10 g, 37.4 mmol) was added and the mixture was stirred at room temperature for 16 hours. The mixture was filtrated, concent...